Dataset: the Open Reaction Database (ORD), a public repository of structured organic reaction records. Task: describe an organic reaction: reactants, conditions, products, and yield Reaction SMILES: [CH3:16][OH:17].[CH:1]1([c:4]2[cH:5][c:6]([N+:11]([O-:12])=[O:13])[c:7]([NH2:8])[cH:9][cH:10]2)[CH2:2][CH2:3]1.[Cl-:14].[NH4+:15].[Zn:18]>>[CH:1]1([c:4]2[cH:5][c:6]([NH2:11])[c:7]([NH2:8])[cH:9][cH:10]2)[CH2:2][CH2:3]1. The product is Nc1ccc(C2CC2)cc1N. Reactants: CO, Nc1ccc(C2CC2)cc1[N+](=O)[O-], [Cl-], [NH4+], [Zn]. Starting materials: C(=O)(OC(C)(C)C)NCCC(=O)OCC (ethyl N-Boc-3-aminopropionate), CC(C)(C)[O-].[K+] (t-BuOK), CI (methyl iodide). The solvent is C1CCOC1 (THF). Yields the product C(=O)(OC(C)(C)C)N(C)CCC(=O)OCC (ethyl 3-(N-Boc-N-methylamino)propionate). Yield: 80.8%. RXN SMILES: [C:1]([NH:8][CH2:9][CH2:10][C:11]([O:13][CH2:14][CH3:15])=[O:12])([O:3][C:4]([CH3:7])([CH3:6])[CH3:5])=[O:2].[CH3:16]C([O-])(C)C.[K+].CI>C1COCC1>[C:1]([N:8]([CH2:9][CH2:10][C:11]([O:13][CH2:14][CH3:15])=[O:12])[CH3:16])([O:3][C:4]([CH3:6])([CH3:7])[CH3:5])=[O:2] |f:1.2|. Procedure details: To a solution of ethyl 3-aminopropionate hydrochloride (19 g) in THF (600 mL) was added triethylamine (44 mL), dimethylaminopyridine (1.5 g) and di-tert-butyldicarbonate (30 g) at 0° C. and the mixture was stirred at 40° C. for four hours. The mixture was extracted with ethyl acetate and the solvent was evaporated under reduced pressure to give ethyl N-Boc-3-aminopropionate (16.7 g) as a colorless oil. To a solution of ethyl N-Boc-3-aminopropionate (5.0 g) in THF (50 mL) was added t-BuOK (2.8 g)... Reactants: Brc1cccc(Br)c1, [Li]CCCC, CCCCCC, CC(=O)c1ccc2c(c1)CCO2, C1CCOC1. Yields the product C=C(c1cccc(Br)c1)c1ccc2c(c1)CCO2. As a reaction SMILES: [Br:12][c:13]1[cH:14][cH:15][cH:16][c:17]([Br:18])[cH:19]1.[CH2:1]([Li:2])[CH2:3][CH2:4][CH3:5].[CH3:6][CH2:7][CH2:8][CH2:9][CH2:10][CH3:11].[O:20]1[CH2:21][CH2:22][c:23]2[c:24]1[cH:25][cH:26][c:27]([C:29]([CH3:30])=[O:31])[cH:28]2.[O:32]1[CH2:33][CH2:34][CH2:35][CH2:36]1>>[c:13]1([C:29]([c:27]2[cH:26][cH:25][c:24]3[c:23]([cH:28]2)[CH2:22][CH2:21][O:20]3)=[CH2:30])[cH:14][cH:15][cH:16][c:17]([Br:18])[cH:19]1. The reactants are C(CC(=O)C)(=S)NC1=CC=CC=C1 (thioacetoacetanilide), [OH-].[K+] (potassium hydroxide), CI (methyl iodide), O (water). Run in C(C)O (ethanol), C(C)O (ethanol). Run at temperature 20 celsius. Yields the product 12g, CC(=CC(=S)NC1=CC=CC=C1)C (3-methylthio-crotonanilide). As a reaction SMILES: [C:1]([NH:7][C:8]1[CH:13]=[CH:12][CH:11]=[CH:10][CH:9]=1)(=[S:6])[CH2:2][C:3]([CH3:5])=O.[OH-].[K+].[CH3:16]I.O>C(O)C>[CH3:5][C:3]([CH3:16])=[CH:2][C:1]([NH:7][C:8]1[CH:13]=[CH:12][CH:11]=[CH:10][CH:9]=1)=[S:6] |f:1.2|. Reported procedure: 11.6 g of thioacetoacetanilide and then a solution of 3.4 g of potassium hydroxide in 35 ml of ethanol were added to 60 ml of ethanol and the mixture was stirred for an hour at 20° C. 8.5 g of methyl iodide were added thereto and the mixture was poured into 300 ml of water. The precipitate formed was recovered by vacuum filtration, and was dissolved in chloroform. The chloroform solution was dried and concentrated to dryness under reduced pressure to obtain 12g of 3-methylthio-crotonanilide melt... The reactants are Cl (hydrochloride), N[C@](C)(C1=C(C=CC(=C1)[N+](=O)[O-])F)C1(CC1)C(=O)O (1-[(S)-1-amino-1-(2-fluoro-5-nitro-phenyl)-ethyl]-cyclopropanecarboxylic acid), ice. Solvent: C1CCOC1 (THF), C1CCOC1 (THF). Conditions: time 3 hour. Yields the product N[C@](C)(C1=C(C=CC(=C1)[N+](=O)[O-])F)C1(CC1)CO ({1-[(S)-1-amino-1-(2-fluoro-5-nitro-phenyl)-ethyl]-cyclopropyl}-methanol). RXN SMILES: Cl.[NH2:2][C@@:3]([C:15]1([C:18](O)=[O:19])[CH2:17][CH2:16]1)([C:5]1[CH:10]=[C:9]([N+:11]([O-:13])=[O:12])[CH:8]=[CH:7][C:6]=1[F:14])[CH3:4]>C1COCC1>[NH2:2][C@@:3]([C:15]1([CH2:18][OH:19])[CH2:16][CH2:17]1)([C:5]1[CH:10]=[C:9]([N+:11]([O-:13])=[O:12])[CH:8]=[CH:7][C:6]=1[F:14])[CH3:4]. Procedure details: Procedure for intermediate Da3 (R1,2=cyclopropyl, R3=Me): A solution of the hydrochloride of 1-[(S)-1-amino-1-(2-fluoro-5-nitro-phenyl)-ethyl]-cyclopropanecarboxylic acid (1.8 g) in THF (10 ml) was cooled to 0° C. and treated with a solution of BH3-THF complex in THF (1M, 22.7 ml) and stirring was continued at 0° C. for 3 h. The reaction mixture was pored into crashed ice/saturated aqueous NaHCO3 (1/1, 200 ml), extracted with ethyl acetate, the organic layer was dried and evaporated to give crud... The reactants are CN1CCC(=C2C3=CC=CC=C3C=CC4=CC=CC=C42)CC1 (reactin), C(=O)([O-])[O-].[Na+].[Na+] (Na2CO3), N[C@@H]1[C@@H](N(C[C@@H](C1)C(=O)OC)C(=O)OCC1=CC=CC=C1)C1=CC=CC=C1 ((2S*,3S*,5R*)-3-amino-1-benzyloxycarbonyl-5-methoxycarbonyl-2-phenylpiperidine), COC1=C(C=O)C=C(C=C1)OC(F)(F)F (2-methoxy-5-trifluoromethoxybenzaldehyde), [BH-](OC(=O)C)(OC(=O)C)OC(=O)C.[Na+] (NaB(OAc)3H). The solvent is C(Cl)Cl (CH2Cl2). The product is C(C1=CC=CC=C1)OC(=O)N1[C@H]([C@H](C[C@H](C1)C(=O)OC)NCC1=C(C=CC(=C1)OC(F)(F)F)OC)C1=CC=CC=C1 ((2S*,3S*,5R*)-1-Benzyloxycarbonyl-5-methoxycarbonyl-3-[N-(2-methoxy-5-trifluoromethoxybenzyl)amino]-2-phenylpiperidine). Isolated yield 114.1%. RXN SMILES: [NH2:1][C@H:2]1[CH2:7][C@@H:6]([C:8]([O:10][CH3:11])=[O:9])[CH2:5][N:4]([C:12]([O:14][CH2:15][C:16]2[CH:21]=[CH:20][CH:19]=[CH:18][CH:17]=2)=[O:13])[C@H:3]1[C:22]1[CH:27]=[CH:26][CH:25]=[CH:24][CH:23]=1.[CH3:28][O:29][C:30]1[CH:37]=[CH:36][C:35]([O:38][C:39]([F:42])([F:41])[F:40])=[CH:34][C:31]=1[CH:32]=O.[BH-](OC(C)=O)(OC(C)=O)OC(C)=O.[Na+].CN1CCC(=C2C3C(=CC=CC=3)C=CC3C2=CC=CC=3)CC1.C([O-])([O-])=O.[Na+].[Na+]>C(Cl)Cl>[CH2:15]([O:14][C:12]([N:4]1[CH2:5][C@H:6]([C:8]([O:10][CH3:11])=[O:9])[CH2:7][C@H:2]([NH:1][CH2:32][C:31]2[CH:34]=[C:35]([O:38][C:39]([F:40])([F:41])[F:42])[CH:36]=[CH:37][C:30]=2[O:29][CH3:28])[C@@H:3]1[C:22]1[CH:27]=[CH:26][CH:25]=[CH:24][CH:23]=1)=[O:13])[C:16]1[CH:17]=[CH:18][CH:19]=[CH:20][CH:21]=1 |f:2.3,5.6.7|. Procedure details: To a stirred solution of (2S*,3S*,5R*)-3-amino-1-benzyloxycarbonyl-5-methoxycarbonyl-2-phenylpiperidine (0.84 g, 2.28 mmol) and 2-methoxy-5-trifluoromethoxybenzaldehyde (0.63 g, 2.85 mmol) in CH2Cl2 (18.0 ml) was added NaB(OAc)3H (0.73 g, 3.42 mmol) potionwise at room temperature. After the turbid reactin mixture was stirred vigorously at room temperature for 4 hours, sat. Na2CO3 aq. solution (15.0 ml) was added to make the mixture to be basic (pH10-11). The CH2Cl2 layer was separated from the m...